From a dataset of the Open Reaction Database (ORD), a public repository of structured organic reaction records. describe an organic reaction: reactants, conditions, products, and yield Starting materials: C(C)OC(=O)C1=C(N=C(S1)NC(C(C)(C)NC(C1=CC=C(C=C1)F)=O)=O)C1=CC=CC=C1 (2-[2-(4-Fluoro-benzoylamino)-2-methyl-propionylamino]-4-phenyl-thiazole-5-carboxylic acid ethyl ester), [OH-].[K+] (KOH). Run in C1CCOC1 (THF), C(C)O (ethanol). Reaction conditions: temperature 65 celsius. Yields the product FC1=CC=C(C(=O)NC(C(=O)NC=2SC(=C(N2)C2=CC=CC=C2)C(=O)O)(C)C)C=C1 (2-[2-(4-Fluoro-benzoylamino)-2-methyl-propionylamino]-4-phenyl-thiazole-5-carboxylic acid). As a reaction SMILES: C([O:3][C:4]([C:6]1[S:10][C:9]([NH:11][C:12](=[O:26])[C:13]([NH:16][C:17](=[O:25])[C:18]2[CH:23]=[CH:22][C:21]([F:24])=[CH:20][CH:19]=2)([CH3:15])[CH3:14])=[N:8][C:7]=1[C:27]1[CH:32]=[CH:31][CH:30]=[CH:29][CH:28]=1)=[O:5])C.[OH-].[K+]>C1COCC1.C(O)C>[F:24][C:21]1[CH:20]=[CH:19][C:18]([C:17]([NH:16][C:13]([CH3:14])([CH3:15])[C:12]([NH:11][C:9]2[S:10][C:6]([C:4]([OH:5])=[O:3])=[C:7]([C:27]3[CH:32]=[CH:31][CH:30]=[CH:29][CH:28]=3)[N:8]=2)=[O:26])=[O:25])=[CH:23][CH:22]=1 |f:1.2|. Procedure details: A mixture of 2-[2-(4-Fluoro-benzoylamino)-2-methyl-propionylamino]-4-phenyl-thiazole-5-carboxylic acid ethyl ester (357 mg, 0.785 mmol) and concentrated aqueous KOH (2 mL) in a mixture of THF (3 mL) and ethanol (5 mL) was heated at 65° C. for 2 h, cooled to RT and partitioned between ethyl acetate and 3 M HCl. The combined organic extract was dried and concentrated to give the title compound. m/z 428.1 (MH+).